From a dataset of the Open Reaction Database (ORD), a public repository of structured organic reaction records. describe an organic reaction: reactants, conditions, products, and yield Starting materials: ClC1=C(C=C(C(=N1)C(=O)N1CCC(CC1)N1CCCC1)C)C1=CC(=CC=C1)C(F)(F)F ([6-chloro-3-methyl-5-(3-trifluoromethyl-phenyl)-pyridin-2-yl]-(4-pyrrolidin-1-yl-piperidin-1-yl)-methanone), C(#C)[Si](C)(C)C (ethinyltrimethylsilane). The reagents and catalysts are Cl[Pd]([P](C1=CC=CC=C1)(C2=CC=CC=C2)C3=CC=CC=C3)([P](C4=CC=CC=C4)(C5=CC=CC=C5)C6=CC=CC=C6)Cl (bis(triphenylphosphine)palladium(II) chloride), [Cu]I (copper(I) iodide). The solvent is C(C)N(CC)CC (triethylamine). Conditions: temperature 125 celsius, time 4 day. The product is CC=1C(=NC(=C(C1)C1=CC(=CC=C1)C(F)(F)F)C#C[Si](C)(C)C)C(=O)N1CCC(CC1)N1CCCC1 ([3-Methyl-5-(3-trifluoromethyl-phenyl)-6-trimethylsilanylethynyl-pyridin-2-yl]-(4-pyrrolidin-1-yl-piperidin-1-yl)-methanone). The yield is 67.8%. RXN SMILES: Cl[C:2]1[N:7]=[C:6]([C:8]([N:10]2[CH2:15][CH2:14][CH:13]([N:16]3[CH2:20][CH2:19][CH2:18][CH2:17]3)[CH2:12][CH2:11]2)=[O:9])[C:5]([CH3:21])=[CH:4][C:3]=1[C:22]1[CH:27]=[CH:26][CH:25]=[C:24]([C:28]([F:31])([F:30])[F:29])[CH:23]=1.[C:32]([Si:34]([CH3:37])([CH3:36])[CH3:35])#[CH:33]>C(N(CC)CC)C.Cl[Pd](Cl)([P](C1C=CC=CC=1)(C1C=CC=CC=1)C1C=CC=CC=1)[P](C1C=CC=CC=1)(C1C=CC=CC=1)C1C=CC=CC=1.[Cu]I>[CH3:21][C:5]1[C:6]([C:8]([N:10]2[CH2:15][CH2:14][CH:13]([N:16]3[CH2:20][CH2:19][CH2:18][CH2:17]3)[CH2:12][CH2:11]2)=[O:9])=[N:7][C:2]([C:33]#[C:32][Si:34]([CH3:37])([CH3:36])[CH3:35])=[C:3]([C:22]2[CH:27]=[CH:26][CH:25]=[C:24]([C:28]([F:31])([F:30])[F:29])[CH:23]=2)[CH:4]=1 |^1:47,66|. Procedure: 0.90 g (1.99 mmol) of [6-chloro-3-methyl-5-(3-trifluoromethyl-phenyl)-pyridin-2-yl]-(4-pyrrolidin-1-yl-piperidin-1-yl)-methanone (example 3), 0.042 g (0.06 mmol) of bis(triphenylphosphine)palladium(II) chloride and 0.021 g (0.11 mmol) of copper(I) iodide were suspended in 2.0 ml of triethylamine. After addition of 2.14 ml=1.50 g (15.0 mmol) of ethinyltrimethylsilane, the reaction vessel was sealed, heated up to 125° C. and stirring continued for four days. The reaction mixture was then poured in...